This data is from the Open Reaction Database (ORD), a public repository of structured organic reaction records. The task is: describe an organic reaction: reactants, conditions, products, and yield Starting materials: COC1=CC=C2CC(N=C(C2=C1)C)C(=O)OC (3,4-dihydro-7-methoxy-3-methoxycarbonyl-1-methyl-isoquinoline), [H][H] (hydrogen). Reagents/catalysts: [Pd] (Pd/C). The product is COC1=CC=C2CC(NC(C2=C1)C)C(=O)OC (1,2,3,4-Tetrahydro-7-methoxy-3-methoxycarbonyl-1-methyl-isoquinoline). Yield: 94.0%. As a reaction SMILES: [CH3:1][O:2][C:3]1[CH:12]=[C:11]2[C:6]([CH2:7][CH:8]([C:14]([O:16][CH3:17])=[O:15])[N:9]=[C:10]2[CH3:13])=[CH:5][CH:4]=1.[H][H]>[Pd]>[CH3:1][O:2][C:3]1[CH:12]=[C:11]2[C:6]([CH2:7][CH:8]([C:14]([O:16][CH3:17])=[O:15])[NH:9][CH:10]2[CH3:13])=[CH:5][CH:4]=1. Procedure: To a solution of 3,4-dihydro-7-methoxy-3-methoxycarbonyl-1-methyl-isoquinoline (2.0 g. 8.57 mmol). obtained from the previous step, in veOH (I 50 mL) was added Pd/C (0.g). The reaction mixture was hydrogenated for 21 hr at 4 atm hydrogen pressure. The catalyst was filtered off and the filtrate was concentrated in vacuo. The oily residue (2 g) was purified by a silica gel column using (1: 1) ethyl acetate/ hexane to yield a yellowish oil (94 %): IR (MIC) U 3340, 2951, 1739, 1616, 1503, 1436, 1290... The reactants are N1CCC(CC1)N1C(NC2=C1C=CC=C2)=O (1-(4-piperidinyl)-1,3-dihydro-2H-benzimidazol-2-one), FC(C(=O)NC1=C(C=CC=C1)OCC1(OC1)C)(F)F (2,2,2-trifluoro-N-{2-[(2-methyl-2-oxiranyl)methoxy]phenyl}acetamide), [OH-].[NH4+] (Ammonium hydroxide). Run in CCO (EtOH). Reaction conditions: time 5 hour. Yields the product NC1=C(OCC(CN2CCC(CC2)N2C(NC3=C2C=CC=C3)=O)(C)O)C=CC=C1 (1-{1-[3-(2-Aminophenoxy)-2-hydroxy-2-methylpropyl]-4-piperidinyl}-1,3-dihydro-2H-benzimidazol-2-one). Yield: 76.9%. Reaction SMILES: [NH:1]1[CH2:6][CH2:5][CH:4]([N:7]2[C:11]3[CH:12]=[CH:13][CH:14]=[CH:15][C:10]=3[NH:9][C:8]2=[O:16])[CH2:3][CH2:2]1.FC(F)(F)C([NH:21][C:22]1[CH:27]=[CH:26][CH:25]=[CH:24][C:23]=1[O:28][CH2:29][C:30]1([CH3:33])[CH2:32][O:31]1)=O.[OH-].[NH4+]>CCO>[NH2:21][C:22]1[CH:27]=[CH:26][CH:25]=[CH:24][C:23]=1[O:28][CH2:29][C:30]([OH:31])([CH3:33])[CH2:32][N:1]1[CH2:2][CH2:3][CH:4]([N:7]2[C:11]3[CH:12]=[CH:13][CH:14]=[CH:15][C:10]=3[NH:9][C:8]2=[O:16])[CH2:5][CH2:6]1 |f:2.3|. Procedure: A solution of 1-(4-piperidinyl)-1,3-dihydro-2H-benzimidazol-2-one (1.10 g, 5.05 mmol), 2,2,2-trifluoro-N-{2-[(2-methyl-2-oxiranyl)methoxy]phenyl}acetamide (1.39 g, 5.05 mmol) in EtOH (95%, 20 ml,) was stirred for 2 h at 78° C. Ammonium hydroxide (25%, 7.5 ml) was added to the reaction mixture and heating was continued for additional 5 h. After standing over night at room temperature the reaction mixture was concentrated and the residue was purified on silica (dichloromethane-methanol, 12:1, cont... The reactants are CC(C)NC1=C(SC(=C1)C1=CC=NC=C1)C(=O)N (3-[(1-methylethyl)amino]-5-(pyridin-4-yl)thiophene-2-carboxamide), COC(=C)C (2-methoxypropene). Solvent: C(C)(=O)O (acetic acid). Run at temperature 35 celsius. Yields the product CC1(NC(C2=C(N1C(C)C)C=C(S2)C2=CC=NC=C2)=O)C (2,2-dimethyl-1-(1-methylethyl)-6-(pyridin-4-yl)-2,3-dihydrothieno[3,2-d]pyrimidin-4(1H)-one). Isolated yield 52.0%. Reaction SMILES: [CH3:1][CH:2]([NH:4][C:5]1[CH:9]=[C:8]([C:10]2[CH:15]=[CH:14][N:13]=[CH:12][CH:11]=2)[S:7][C:6]=1[C:16]([NH2:18])=[O:17])[CH3:3].CO[C:21]([CH3:23])=[CH2:22]>C(O)(=O)C>[CH3:3][C:2]1([CH3:1])[N:4]([CH:21]([CH3:23])[CH3:22])[C:5]2[CH:9]=[C:8]([C:10]3[CH:15]=[CH:14][N:13]=[CH:12][CH:11]=3)[S:7][C:6]=2[C:16](=[O:17])[NH:18]1. Procedure details: A mixture of 3-[(1-methylethyl)amino]-5-(pyridin-4-yl)thiophene-2-carboxylic acid (0.225 g, 0.858 mmol), ammonium chloride (0.459 g, 8.58 mmol) and triethylamine (1.21 mL, 8.58 mmol) in DMF (5 mL) was stirred at room temperature for 15 min. To the resulting mixture was added 1-(3-(dimethylamino)propyl)-3-ethyl carbodiimide hydrochloride (0.493 g, 2.57 mmol), and 1-hydroxybenzotriazole (0.347 g, 2.57 mmol) and the reaction was stirred at room temperature for 65 h. Then, the reaction mixture was d... The reactants are Cl.Cl.ClC1=C(CN2CCN(CC2)CCC2=CC=C(C(=O)Cl)C=C2)C=CC=C1 (4-{2-[1-(2-chlorobenzyl)-piperazin-4-yl]-ethyl}-benzoyl chloride dihydrochloride), O1CCOCC1 (dioxan), amide, O1CCOCC1 (dioxan), N (ammonia). Run in O (water). Run at time 30 minute. Product: ClC1=C(CN2CCN(CC2)CCC2=CC=C(C(=O)N)C=C2)C=CC=C1 (4-{2-[1-(2-Chlorobenzyl)-piperazin-4-yl]-ethyl}-benzoic acid amide). Reaction SMILES: Cl.Cl.[Cl:3][C:4]1[CH:27]=[CH:26][CH:25]=[CH:24][C:5]=1[CH2:6][N:7]1[CH2:12][CH2:11][N:10]([CH2:13][CH2:14][C:15]2[CH:23]=[CH:22][C:18]([C:19](Cl)=[O:20])=[CH:17][CH:16]=2)[CH2:9][CH2:8]1.O1CCOCC1.[NH3:34]>O>[Cl:3][C:4]1[CH:27]=[CH:26][CH:25]=[CH:24][C:5]=1[CH2:6][N:7]1[CH2:12][CH2:11][N:10]([CH2:13][CH2:14][C:15]2[CH:23]=[CH:22][C:18]([C:19]([NH2:34])=[O:20])=[CH:17][CH:16]=2)[CH2:9][CH2:8]1 |f:0.1.2|. Reported procedure: To a solution of 14.2 g. (31.5 mmole) 4-{2-[1-(2-chlorobenzyl)-piperazin-4-yl]-ethyl}-benzoyl chloride dihydrochloride and 150 ml. dioxan, there is added dropwise, while stirring at ambient temperature, within the course of 30 minutes, a solution of 100 ml. concentrated aqueous ammonia in 50 ml. dioxan. The reaction mixture is stirred for a further 30 minutes and then sufficient water is added thereto to precipitate out the desired amide. After suction filtration, drying and recrystallisation fr... The product is COC(=O)C(C)(CCC(F)(F)C(F)(F)F)S(=O)(=O)CCC(F)(F)C(F)(F)C(F)(F)F. The reactants are CN(C)C=O, Cl, COC(=O)C(CCC(F)(F)C(F)(F)F)S(=O)(=O)CCC(F)(F)C(F)(F)C(F)(F)F, [H-], CI, [Na+]. As a reaction SMILES: [CH3:35][N:36]([CH3:37])[CH:38]=[O:39].[ClH:34].[F:3][C:4]([CH2:5][CH2:6][S:7](=[O:8])(=[O:9])[CH:10]([C:11](=[O:12])[O:13][CH3:14])[CH2:15][CH2:16][C:17]([C:18]([F:19])([F:20])[F:21])([F:22])[F:23])([C:24]([C:25]([F:26])([F:27])[F:28])([F:29])[F:30])[F:31].[H-:32].[I:1][CH3:2].[Na+:33]>>[CH3:2][C:10]([S:7]([CH2:6][CH2:5][C:4]([F:3])([C:24]([C:25]([F:26])([F:27])[F:28])([F:29])[F:30])[F:31])(=[O:8])=[O:9])([C:11](=[O:12])[O:13][CH3:14])[CH2:15][CH2:16][C:17]([C:18]([F:19])([F:20])[F:21])([F:22])[F:23]. The reactants are O=C(O)c1ccc(C(F)(F)F)nc1Cl, CCOC(=O)C=[N+]=[N-], O=S(Cl)Cl. Yields the product CCOC(=O)C(=[N+]=[N-])C(=O)c1ccc(C(F)(F)F)nc1Cl. Reaction SMILES: [Cl:1][c:2]1[c:3]([C:4](=[O:5])[OH:6])[cH:7][cH:8][c:9]([C:11]([F:12])([F:13])[F:14])[n:10]1.[N+:15](=[N-:16])=[CH:17][C:18](=[O:19])[O:20][CH2:21][CH3:22].[S:23]([Cl:24])([Cl:25])=[O:26]>>[Cl:1][c:2]1[c:3]([C:4](=[O:6])[C:17](=[N+:15]=[N-:16])[C:18](=[O:19])[O:20][CH2:21][CH3:22])[cH:7][cH:8][c:9]([C:11]([F:12])([F:13])[F:14])[n:10]1. Reactants: CCOCCO, Cc1cc(Cl)nc(N)n1, Nc1ccc(C(=O)O)cc1. The product is Cl, Cc1cc(Nc2ccc(C(=O)O)cc2)nc(N)n1. Reaction SMILES: [CH3:20][CH2:21][O:22][CH2:23][CH2:24][OH:25].[NH2:11][c:12]1[n:13][c:14]([Cl:19])[cH:15][c:16]([CH3:18])[n:17]1.[NH2:1][c:2]1[cH:3][cH:4][c:5]([C:8]([OH:9])=[O:10])[cH:6][cH:7]1>>[ClH:19].[NH:1]([c:2]1[cH:3][cH:4][c:5]([C:8]([OH:9])=[O:10])[cH:6][cH:7]1)[c:14]1[n:13][c:12]([NH2:11])[n:17][c:16]([CH3:18])[cH:15]1. The reactants are C(C1=CC=CC=C1)OC(CCC1S(CC(N1CCCCCCC(=O)OCC1=CC=CC=C1)=O)(=O)=O)COC1=CC=C(C=C1)F (benzyl 7-{2-(3-benzyloxy-4-[4-fluorophenoxy]butyl)-1,1,4-trioxo-3thiazolidinyl}heptanoate), C(C)(=O)OC1(CCCCC1)C#CCOCC1=CC=CC=C1 (1-(1-Acetyloxycyclohexyl)-3-benzyloxy-1-propyne). The product is C(C)(=O)OC1(CCCCC1)CCCO (3-(1-Acetyloxycyclohexyl)-1-propanol). As a reaction SMILES: C(OC(COC1C=CC(F)=CC=1)CCC1N(CCCCCCC(OCC2C=CC=CC=2)=O)C(=O)CS1(=O)=O)C1C=CC=CC=1.[C:45]([O:48][C:49]1([C:55]#[C:56][CH2:57][O:58]CC2C=CC=CC=2)[CH2:54][CH2:53][CH2:52][CH2:51][CH2:50]1)(=[O:47])[CH3:46]>>[C:45]([O:48][C:49]1([CH2:55][CH2:56][CH2:57][OH:58])[CH2:50][CH2:51][CH2:52][CH2:53][CH2:54]1)(=[O:47])[CH3:46]. Procedure: This compound is prepared essentially by the method as described in Example 4, Step E, except that the benzyl 7-{2-(3-benzyloxy-4-[4-fluorophenoxy]butyl)-1,1,4-trioxo-3thiazolidinyl}heptanoate is replaced by 1-(1-Acetyloxycyclohexyl)-3-benzyloxy-1-propyne and no chromatographic purification is needed. The title compound is obtained as an essentially colorless, mobile liquid which is used immediately in Step A-3 below.